This data is from the Open Reaction Database (ORD), a public repository of structured organic reaction records. The task is: describe an organic reaction: reactants, conditions, products, and yield The reactants are [Li]CCCC, COC(=O)COc1ccc(F)cc1F, CCOCC, CCOC(C)=O, CC(C)NC(C)C, [Cl-], C[Si](C)(C)CCOCn1ncc([N+](=O)[O-])c1C=O, [NH4+], O. Yields the product COC(=O)C(Oc1ccc(F)cc1F)C(O)c1c([N+](=O)[O-])cnn1COCC[Si](C)(C)C. As a reaction SMILES: [CH2:8]([Li:9])[CH2:10][CH2:11][CH3:12].[CH3:13][O:14][C:15]([CH2:16][O:17][c:18]1[c:19]([F:25])[cH:20][c:21]([F:24])[cH:22][cH:23]1)=[O:26].[CH3:45][CH2:46][O:47][CH2:48][CH3:49].[CH3:52][CH2:53][O:54][C:55](=[O:56])[CH3:57].[CH:1]([NH:2][CH:3]([CH3:4])[CH3:5])([CH3:6])[CH3:7].[Cl-:50].[N+:27](=[O:28])([O-:29])[c:30]1[c:31]([CH:43]=[O:44])[n:32]([CH2:35][O:36][CH2:37][CH2:38][Si:39]([CH3:40])([CH3:41])[CH3:42])[n:33][cH:34]1.[NH4+:51].[OH2:58]>>[CH3:13][O:14][C:15]([CH:16]([O:17][c:18]1[c:19]([F:25])[cH:20][c:21]([F:24])[cH:22][cH:23]1)[CH:43]([c:31]1[c:30]([N+:27](=[O:28])[O-:29])[cH:34][n:33][n:32]1[CH2:35][O:36][CH2:37][CH2:38][Si:39]([CH3:40])([CH3:41])[CH3:42])[OH:44])=[O:26]. Starting materials: COC(C1=CN=C(C=C1)OCC=1C(=NOC1C)C1CCCCC1)=O (6-(3-cyclohexyl-5-methyl-isoxazol-4-ylmethoxy)-nicotinic acid methyl ester), NC1CCOCC1 (4-aminotetrahydropyran). Product: C1(CCCCC1)C1=NOC(=C1COC1=NC=C(C(=O)NC2CCOCC2)C=C1)C (6-((3-Cyclohexyl-5-methyl-isoxazol-4-yl)methoxy)-N-(tetrahydro-pyran-4-yl)-nicotinamide). Yield: 39.0%. RXN SMILES: CO[C:3](=[O:24])[C:4]1[CH:9]=[CH:8][C:7]([O:10][CH2:11][C:12]2[C:13]([CH:18]3[CH2:23][CH2:22][CH2:21][CH2:20][CH2:19]3)=[N:14][O:15][C:16]=2[CH3:17])=[N:6][CH:5]=1.[NH2:25][CH:26]1[CH2:31][CH2:30][O:29][CH2:28][CH2:27]1>>[CH:18]1([C:13]2[C:12]([CH2:11][O:10][C:7]3[CH:8]=[CH:9][C:4]([C:3]([NH:25][CH:26]4[CH2:31][CH2:30][O:29][CH2:28][CH2:27]4)=[O:24])=[CH:5][N:6]=3)=[C:16]([CH3:17])[O:15][N:14]=2)[CH2:19][CH2:20][CH2:21][CH2:22][CH2:23]1. Reported procedure: As described for example 31e, 6-(3-cyclohexyl-5-methyl-isoxazol-4-ylmethoxy)-nicotinic acid methyl ester (472 mg, 1.0 mmol) was converted, using 4-aminotetrahydropyran instead of isopropylamine, to the title compound (155 mg, 39%) which was obtained as a white solid after purification by chromatography (silica, 0 to 70% ethyl acetate in heptane). MS: m/e=400.3 [M+H]+. The reactants are COC=1C=C(C=C(C1OC)OC)C(C(=O)N(CC1=C(C(=CC=C1)OC)OC(C)C)C)OC(C)=O (2-(3,4,5-trimethoxyphenyl)-2-acetoxy-N-methyl-N-(2-isopropoxy-3-methoxybenzyl)acetamide), FC(C(=O)O)(F)F (trifluoroacetic acid). Solvent: ClCCl (dichloromethane). Yields the product CN1CC2=C(C(=CC=C2C(C1=O)C1=CC(=C(C(=C1)OC)OC)OC)OC)OC(C)C (2-methyl-4-(3,4,5-trimethoxyphenyl)-8-isopropoxy-7-methoxy-1,4-dihydro-3(2H)-isoquinolinone). Reaction SMILES: [CH3:1][O:2][C:3]1[CH:4]=[C:5]([CH:13](OC(=O)C)[C:14]([N:16]([CH3:30])[CH2:17][C:18]2[CH:23]=[CH:22][CH:21]=[C:20]([O:24][CH3:25])[C:19]=2[O:26][CH:27]([CH3:29])[CH3:28])=[O:15])[CH:6]=[C:7]([O:11][CH3:12])[C:8]=1[O:9][CH3:10].FC(F)(F)C(O)=O>ClCCl>[CH3:30][N:16]1[C:14](=[O:15])[CH:13]([C:5]2[CH:4]=[C:3]([O:2][CH3:1])[C:8]([O:9][CH3:10])=[C:7]([O:11][CH3:12])[CH:6]=2)[C:23]2[C:18](=[C:19]([O:26][CH:27]([CH3:29])[CH3:28])[C:20]([O:24][CH3:25])=[CH:21][CH:22]=2)[CH2:17]1. Procedure: A solution of the amide from step 2 above (6.2 g) in dichloromethane (60 ml) and trifluoroacetic acid (20 ml) was refluxed for 6 hours. The reaction mixture was concentrated to dryness and the residue was crystallized from methanol, giving 2-methyl-4-(3,4,5-trimethoxyphenyl)-8-isopropoxy-7-methoxy-1,4-dihydro-3(2H)-isoquinolinone (4.8 g), m.p. 128-129° C. Starting materials: [OH-].[Na+] (sodium hydroxide), [Br-].C(C)OC(=O)C(CCCC[P+](C1=CC=CC=C1)(C1=CC=CC=C1)C1=CC=CC=C1)(C)C ((5-Ethoxycarbonyl-5-methylhexyl)-triphenylphosphonium bromide), ClC1=C(C=O)C=CC=C1 (2-chlorobenzaldehyde), [OH-].[Na+] (Sodium hydroxide), [PH4+] (phosphonium). The solvent is O (water), ClCCl (dichloromethane), O (water), ClCCl (dichloromethane). Conditions: time 2 hour. Product: C(C)OC(C(CCCC=CC1=C(C=CC=C1)Cl)(C)C)=O (7-(2-chlorophenyl)-2,2-dimethylhept-6-enoic acid ethyl ester). Isolated yield 65.8%. RXN SMILES: [Br-].[CH2:2]([O:4][C:5]([C:7]([CH3:32])([CH3:31])[CH2:8][CH2:9][CH2:10][CH2:11][P+](C1C=CC=CC=1)(C1C=CC=CC=1)C1C=CC=CC=1)=[O:6])[CH3:3].[Cl:33][C:34]1[CH:41]=[CH:40][CH:39]=[CH:38][C:35]=1[CH:36]=O.[OH-].[Na+].[PH4+]>ClCCl.O>[CH2:2]([O:4][C:5](=[O:6])[C:7]([CH3:31])([CH3:32])[CH2:8][CH2:9][CH2:10][CH:11]=[CH:36][C:35]1[CH:38]=[CH:39][CH:40]=[CH:41][C:34]=1[Cl:33])[CH3:3] |f:0.1,3.4|. Procedure: (5-Ethoxycarbonyl-5-methylhexyl)-triphenylphosphonium bromide (35.0 g, 0.0619 mol) was dissolved in dichloromethane (100 mL) containing 2-chlorobenzaldehyde (8.70 g, 0.0619 mol). A solution of sodium hydroxide (10 g, 0.25 mol) in water (10 mL) was added in portions over ten minutes. The mixture stirred for 2 hours at room temperature. After two hours, the layers were separated and the dichloromethane fraction was washed with water (2×150 mL), dried over sodium sulfate, filtered, and concentrated... Starting materials: C(C)OC(=O)N1[C@@H](C[C@@H](C2=NC(=CC=C12)OC)NC1=NC=C(C=C1CC1=CC(=CC(=C1)C(F)(F)F)C(F)(F)F)C#N)CC ((2R*,4S*)-4-{[3,5-Bis(trifluoromethyl)benzyl]-(5-cyanopyridin-2-yl)}amino-2-ethyl-6-methoxy-3,4-dihydro-2H-[1,5]naphthyridine-1-carboxylic acid ethyl ester), C(O)([O-])=O.[Na+] (sodium hydrogen carbonate), C(C)(=O)OCC (ethyl acetate), C(C)(=O)Cl (acetyl chloride). Run in C(C)O (ethanol). Conditions: time 8 hour. The product is C(C)OC(=O)N1[C@@H](C[C@@H](C2=NC(=CC=C12)OC)NC1=NC=C(C=C1CC1=CC(=CC(=C1)C(F)(F)F)C(F)(F)F)C(=N)OCC)CC ((2R*,4S*)-4-{[3,5-bis(trifluoromethyl)benzyl]-(5-ethoxycarbonimidoylpyridin-2-yl)}amino-2-ethyl-6-methoxy-3,4-dihydro-2H-[1,5]naphthyridine-1-carboxylic acid ethyl ester), C(C)OC(=O)N1[C@@H](C[C@@H](C2=NC(=CC=C12)OC)NC1=NC=C(C=C1CC1=CC(=CC(=C1)C(F)(F)F)C(F)(F)F)C(N)=O)CC ((2R*,4S*)-4-{[3,5-bis(trifluoromethyl)benzyl]-(5-carbamoylpyridin-2-yl)}amino-2-ethyl-6-methoxy-3,4-dihydro-2H-[1,5]naphthyridine-1-carboxylic acid ethyl ester). RXN SMILES: [CH2:1]([O:3][C:4]([N:6]1[C:15]2[C:10](=[N:11][C:12]([O:16][CH3:17])=[CH:13][CH:14]=2)[C@@H:9]([NH:18][C:19]2[C:24]([CH2:25][C:26]3[CH:31]=[C:30]([C:32]([F:35])([F:34])[F:33])[CH:29]=[C:28]([C:36]([F:39])([F:38])[F:37])[CH:27]=3)=[CH:23][C:22]([C:40]#[N:41])=[CH:21][N:20]=2)[CH2:8][C@H:7]1[CH2:42][CH3:43])=[O:5])[CH3:2].[C:44](Cl)(=[O:46])[CH3:45].C(=O)([O-])[OH:49].[Na+].C(OCC)(=O)C>C(O)C>[CH2:1]([O:3][C:4]([N:6]1[C:15]2[C:10](=[N:11][C:12]([O:16][CH3:17])=[CH:13][CH:14]=2)[C@@H:9]([NH:18][C:19]2[C:24]([CH2:25][C:26]3[CH:31]=[C:30]([C:32]([F:35])([F:33])[F:34])[CH:29]=[C:28]([C:36]([F:39])([F:38])[F:37])[CH:27]=3)=[CH:23][C:22]([C:40]([O:46][CH2:44][CH3:45])=[NH:41])=[CH:21][N:20]=2)[CH2:8][C@H:7]1[CH2:42][CH3:43])=[O:5])[CH3:2].[CH2:1]([O:3][C:4]([N:6]1[C:15]2[C:10](=[N:11][C:12]([O:16][CH3:17])=[CH:13][CH:14]=2)[C@@H:9]([NH:18][C:19]2[C:24]([CH2:25][C:26]3[CH:31]=[C:30]([C:32]([F:35])([F:33])[F:34])[CH:29]=[C:28]([C:36]([F:39])([F:38])[F:37])[CH:27]=3)=[CH:23][C:22]([C:40](=[O:49])[NH2:41])=[CH:21][N:20]=2)[CH2:8][C@H:7]1[CH2:42][CH3:43])=[O:5])[CH3:2] |f:2.3|. Reported procedure: (2R*,4S*)-4-{[3,5-Bis(trifluoromethyl)benzyl]-(5-cyanopyridin-2-yl)}amino-2-ethyl-6-methoxy-3,4-dihydro-2H-[1,5]naphthyridine-1-carboxylic acid ethyl ester (1.5 g) is dissolved in ethanol (30 ml) and thereto is added acetyl chloride (14 ml) at 0° C. dropwise. After addition dropwise, the mixture is stirred at room temperature overnight. A saturated aqueous sodium hydrogen carbonate solution and ethyl acetate are added to the reaction solution, the organic layer is washed with a saturated brine, ...